describe an organic reaction: reactants, conditions, products, and yield From a dataset of the Open Reaction Database (ORD), a public repository of structured organic reaction records. Reactants: NC12CCC(CC1)(CC2)F (4-amino-1-fluorobicyclo[2,2,2]octane), BrCC(=O)N1[C@@H](CCC1)C#N ((2S)-1-(2-bromoacetyl)pyrrolidine-2-carbonitrile). The product is FC12CCC(CC1)(CC2)NCC(=O)N2[C@@H](CCC2)C#N ((2S)-1-[[N-(4-fluorobicyclo[2,2,2]oct-1-yl)amino]acetyl]pyrrolidine-2-carbonitrile). Yield: 76.4%. As a reaction SMILES: [NH2:1][C:2]12[CH2:9][CH2:8][C:5]([F:10])([CH2:6][CH2:7]1)[CH2:4][CH2:3]2.Br[CH2:12][C:13]([N:15]1[CH2:19][CH2:18][CH2:17][C@H:16]1[C:20]#[N:21])=[O:14]>>[F:10][C:5]12[CH2:8][CH2:9][C:2]([NH:1][CH2:12][C:13]([N:15]3[CH2:19][CH2:18][CH2:17][C@H:16]3[C:20]#[N:21])=[O:14])([CH2:7][CH2:6]1)[CH2:3][CH2:4]2. Procedure details: Using 4-amino-1-fluorobicyclo[2,2,2]octane (50.0 mg) and (2S)-1-(2-bromoacetyl)pyrrolidine-2-carbonitrile (73.5 mg), the same procedure was followed as in Example 10 to obtain (2S)-1-[[N-(4-fluorobicyclo[2,2,2]oct-1-yl)amino]acetyl]pyrrolidine-2-carbonitrile (72.3 mg). Starting materials: N1([C@H](C(=O)N[C@H](CC2=CC=CC=C2)C(=O)N[C@@H](CC2=CC=CC=C2)C(=O)NN)CCC1)C(=O)OC(C)(C)C (BocPro-DPhe-PheNHNH2), NCC(=O)N[C@@H](CC(C)C)C(=O)N[C@@H](CCSC)C(=O)N.Cl (HGly-Leu-MetNH2 hydrochloride), acyl azide. Yields the product N1([C@H](C(=O)N[C@H](CC2=CC=CC=C2)C(=O)N[C@@H](CC2=CC=CC=C2)C(=O)NCC(=O)N[C@@H](CC(C)C)C(=O)N[C@@H](CCSC)C(=O)N)CCC1)C(=O)OC(C)(C)C (BocPro-DPhe-Phe-Gly-Leu-MetNH2). Yield: 82.0%. Reaction SMILES: [N:1]1([C:32]([O:34][C:35]([CH3:38])([CH3:37])[CH3:36])=[O:33])[CH2:31][CH2:30][CH2:29][C@H:2]1[C:3]([NH:5][C@@H:6]([C:14]([NH:16][C@H:17]([C:25]([NH:27]N)=[O:26])[CH2:18][C:19]1[CH:24]=[CH:23][CH:22]=[CH:21][CH:20]=1)=[O:15])[CH2:7][C:8]1[CH:13]=[CH:12][CH:11]=[CH:10][CH:9]=1)=[O:4].N[CH2:40][C:41]([NH:43][C@H:44]([C:49]([NH:51][C@H:52]([C:57]([NH2:59])=[O:58])[CH2:53][CH2:54][S:55][CH3:56])=[O:50])[CH2:45][CH:46]([CH3:48])[CH3:47])=[O:42].Cl>>[N:1]1([C:32]([O:34][C:35]([CH3:38])([CH3:37])[CH3:36])=[O:33])[CH2:31][CH2:30][CH2:29][C@H:2]1[C:3]([NH:5][C@@H:6]([C:14]([NH:16][C@H:17]([C:25]([NH:27][CH2:40][C:41]([NH:43][C@H:44]([C:49]([NH:51][C@H:52]([C:57]([NH2:59])=[O:58])[CH2:53][CH2:54][S:55][CH3:56])=[O:50])[CH2:45][CH:46]([CH3:48])[CH3:47])=[O:42])=[O:26])[CH2:18][C:19]1[CH:24]=[CH:23][CH:22]=[CH:21][CH:20]=1)=[O:15])[CH2:7][C:8]1[CH:13]=[CH:12][CH:11]=[CH:10][CH:9]=1)=[O:4] |f:1.2|. Procedure: Condensation of BocPro-DPhe-PheNHNH2 (1.98 g.) and HGly-Leu-MetNH2 hydrochloride salt (Example 7, 1.3 g.) by the acyl azide method (Yajima et al., Chem. Pharm. Bull., vol. 19, p. 1900, 1971) gave BocPro-DPhe-Phe-Gly-Leu-MetNH2 in 82% yield. De-t-butoxycarbonylation of BocPro-DPhe-Phe-Gly-Leu-MetNH2 (1.8 g.) using hydrogen chloride in acetic acid gave HPro-DPhe-Phe-Gly-Leu-MetNH2, which was isolated as the amorphous white solid phosphate (1:1) salt monohydrate in 59% yield. Reaction SMILES: [CH2:1]([c:2]1[cH:3][cH:4][cH:5][cH:6][cH:7]1)[n:8]1[cH:9][n:10][c:11]2[n:12]([CH2:19][CH2:20][CH2:21][CH2:22][CH3:23])[c:13](=[O:18])[nH:14][c:15](=[S:17])[c:16]12.[CH3:26][O:27][S:28]([O:29][CH3:30])(=[O:31])=[O:32].[Na+:25].[OH-:24].[OH2:33]>>[CH2:1]([c:2]1[cH:3][cH:4][cH:5][cH:6][cH:7]1)[n:8]1[cH:9][n:10][c:11]2[n:12]([CH2:19][CH2:20][CH2:21][CH2:22][CH3:23])[c:13](=[O:18])[n:14][c:15]([S:17][CH3:26])[c:16]12. The reactants are CCCCCn1c(=O)[nH]c(=S)c2c1ncn2Cc1ccccc1, COS(=O)(=O)OC, [Na+], [OH-], O. Product: CCCCCn1c(=O)nc(SC)c2c1ncn2Cc1ccccc1. Starting materials: COC(C1=CC(=C(C=C1)C)N1C(=NC(=C(C1=O)Cl)OCC1=CC=C(C=C1)OC)C)=O (3-[5-chloro-4-(4-methoxy-benzyloxy)-2-methyl-6-oxo-6H-pyrimidin-1-yl]-4-methyl-benzoic acid methyl ester), FC1=CC=C(CBr)C=C1 (4-fluorobenzyl bromide), C([O-])([O-])=O.[K+].[K+] (potassium carbonate), C1COCCOCCOCCOCCOCCO1 (18-crown-6). Run in CN(C=O)C (N,N-dimethylformamide). Reaction conditions: time 2 hour. Product: COC(C1=CC(=C(C=C1)C)N1C(=NC(=C(C1=O)Cl)OCC1=CC=C(C=C1)F)C)=O (3-[5-chloro-4-(4-fluoro-benzyloxy)-2-methyl-6-oxo-6H-pyrimidin-1-yl]-4-methyl-benzoic acid methyl ester). Yield: 38.0%. As a reaction SMILES: [CH3:1][O:2][C:3](=[O:30])[C:4]1[CH:9]=[CH:8][C:7]([CH3:10])=[C:6]([N:11]2[C:16](=[O:17])[C:15]([Cl:18])=[C:14]([O:19][CH2:20][C:21]3[CH:26]=[CH:25][C:24](OC)=[CH:23][CH:22]=3)[N:13]=[C:12]2[CH3:29])[CH:5]=1.[F:31]C1C=CC(CBr)=CC=1.C(=O)([O-])[O-].[K+].[K+].C1OCCOCCOCCOCCOCCOC1>CN(C)C=O>[CH3:1][O:2][C:3](=[O:30])[C:4]1[CH:9]=[CH:8][C:7]([CH3:10])=[C:6]([N:11]2[C:16](=[O:17])[C:15]([Cl:18])=[C:14]([O:19][CH2:20][C:21]3[CH:26]=[CH:25][C:24]([F:31])=[CH:23][CH:22]=3)[N:13]=[C:12]2[CH3:29])[CH:5]=1 |f:2.3.4|. Reported procedure: To a solution of Intermediate 3 (120 mg, 0.39 mmol) in N,N-dimethylformamide (2 mL) was added 4-fluorobenzyl bromide (0.05 mL, 0.39 mmol), potassium carbonate (81 mg, 0.58 mmol) and 18-crown-6 (10 mg). The slurry was stirred at ambient temperature for two hours. The reaction was partitioned between ethyl acetate and water. The organic layer was washed with water and brine and dried over magnesium sulfate. The slurry was filtered and concentrated in vacuo. The crude material was purified using no... Reaction SMILES: [C:1]1([SH:7])[CH:6]=[CH:5][CH:4]=[CH:3][CH:2]=1.[H-].[Na+].[Br:10][C:11]([F:17])([F:16])[C:12](Br)([F:14])[F:13].O>CN(C=O)C>[Br:10][C:11]([F:17])([F:16])[C:12]([S:7][C:1]1[CH:6]=[CH:5][CH:4]=[CH:3][CH:2]=1)([F:14])[F:13] |f:1.2|. Procedure: In a three-necked round-bottomed flask placed under nitrogen, topped with a dry-ice condenser and a dropping funnel, thiophenol (10.2 ml, 100 mmol) was added dropwise (30 min) at 0° C. to a suspension of NaH (6 g, 150 mmol) in anhydrous DMF (100 ml). The mixture was then stirred at this temperature for 20 min then cooled to −50° C. 1,2-dibromo-1,1,2,2-tetrafluoroethane (15 ml, 125 mmol) was then added dropwise at −50° C. over 10 min. The mixture was then stirred for 2 h at this temperature, then... Product: BrC(C(F)(F)SC1=CC=CC=C1)(F)F ([(2-bromo-1,1,2,2-tetrafluoroethyl)sulfanyl]benzene), liquid. Solvent: CN(C)C=O (DMF). Run at temperature -50 celsius, time 20 minute. Yield: 90.0%. Starting materials: [H-].[Na+] (NaH), BrC(C(F)(F)Br)(F)F (1,2-dibromo-1,1,2,2-tetrafluoroethane), C1(=CC=CC=C1)S (thiophenol), O (Water).